describe an organic reaction: reactants, conditions, products, and yield From a dataset of the Open Reaction Database (ORD), a public repository of structured organic reaction records. The solvent is O (water). Reactants: NCC1=CC=CC2=CC(=CC=C12)S(=O)(=O)O (1-aminomethylnaphthalene-6-sulphonic acid), [OH-].[Na+] (NaOH), [Cr](=O)(=O)([O-])O[Cr](=O)(=O)[O-].[Na+].[Na+] (sodium dichromate). Reported procedure: 118.6 g (0.5 mol) of 1-aminomethylnaphthalene-6-sulphonic acid (100%) are stirred with 375 ml of water and about 50 g of 45% strength NaOH; the pH value of the mixture is brought to 7-7.5. After addition of 149 g of sodium dichromate (0.5 mol), the mixture is heated at 240° C. in an autoclave for 15 hours. After cooling, the green chromium hydroxide residue is filtered off and washed with hot water. The filtrate is acidified to pH 2 with hydrochloric acid (30% strength) under the influence of he... Reaction SMILES: N[CH2:2][C:3]1[C:12]2[C:7](=[CH:8][C:9]([S:13]([OH:16])(=[O:15])=[O:14])=[CH:10][CH:11]=2)[CH:6]=[CH:5][CH:4]=1.[OH-:17].[Na+].[Cr](O[Cr]([O-])(=O)=O)([O-])(=O)=[O:20].[Na+].[Na+]>O>[C:2]([C:3]1[C:12]2[C:7](=[CH:8][C:9]([S:13]([OH:16])(=[O:15])=[O:14])=[CH:10][CH:11]=2)[CH:6]=[CH:5][CH:4]=1)([OH:20])=[O:17] |f:1.2,3.4.5|. Conditions: temperature 240 celsius. The product is C(=O)(O)C1=CC=CC2=CC(=CC=C12)S(=O)(=O)O (1-carboxynaphthalene-6-sulphonic acid). The reactants are C(C)(C)NC(=O)C1=CN(C2=NC=C(N=C21)Br)COCC[Si](C)(C)C (2-bromo-5-(2-trimethylsilanyl-ethoxymethyl)-5H-pyrrolo[2,3-b]pyrazine-7-carboxylic acid isopropylamide), C(C)(C)(C)[SiH2]OC(C=1C=C2C(=NN(C2=CC1)C)[Sn](CCCC)(CCCC)CCCC)(C)C (5-(tert-butyl-dimethyl-silanyloxymethyl)-1-methyl-3-tributylstannanyl-1H-indazole). The reagents and catalysts are C=1C=CC(=CC1)[P](C=2C=CC=CC2)(C=3C=CC=CC3)[Pd]([P](C=4C=CC=CC4)(C=5C=CC=CC5)C=6C=CC=CC6)([P](C=7C=CC=CC7)(C=8C=CC=CC8)C=9C=CC=CC9)[P](C=1C=CC=CC1)(C=1C=CC=CC1)C=1C=CC=CC1 (tetrakis(triphenylphosphine)palladium), [Cu]I (copper (I) iodide). Solvent: CN(C)C=O (DMF). Reaction conditions: temperature 80 celsius, time 8 hour. Yields the product C(C)(C)NC(=O)C1=CN(C2=NC=C(N=C21)C2=NN(C1=CC=C(C=C21)C(O[SiH2]C(C)(C)C)(C)C)C)COCC[Si](C)(C)C (2-[5-(tert-butyldimethyl-silanyloxymethyl)-1-methyl-1H-indazol-3-yl]-5-(2-trimethylsilanyl-ethoxymethyl)-5H-pyrrolo[2,3-b]pyrazine-7-carboxylic acid isopropylamide). Yield: 95.8%. RXN SMILES: [CH:1]([NH:4][C:5]([C:7]1[C:15]2[C:10](=[N:11][CH:12]=[C:13](Br)[N:14]=2)[N:9]([CH2:17][O:18][CH2:19][CH2:20][Si:21]([CH3:24])([CH3:23])[CH3:22])[CH:8]=1)=[O:6])([CH3:3])[CH3:2].[C:25]([SiH2:29][O:30][C:31]([CH3:56])([CH3:55])[C:32]1[CH:33]=[C:34]2[C:38](=[CH:39][CH:40]=1)[N:37]([CH3:41])[N:36]=[C:35]2[Sn](CCCC)(CCCC)CCCC)([CH3:28])([CH3:27])[CH3:26]>CN(C=O)C.C1C=CC([P]([Pd]([P](C2C=CC=CC=2)(C2C=CC=CC=2)C2C=CC=CC=2)([P](C2C=CC=CC=2)(C2C=CC=CC=2)C2C=CC=CC=2)[P](C2C=CC=CC=2)(C2C=CC=CC=2)C2C=CC=CC=2)(C2C=CC=CC=2)C2C=CC=CC=2)=CC=1.[Cu]I>[CH:1]([NH:4][C:5]([C:7]1[C:15]2[C:10](=[N:11][CH:12]=[C:13]([C:35]3[C:34]4[C:38](=[CH:39][CH:40]=[C:32]([C:31]([CH3:56])([CH3:55])[O:30][SiH2:29][C:25]([CH3:27])([CH3:26])[CH3:28])[CH:33]=4)[N:37]([CH3:41])[N:36]=3)[N:14]=2)[N:9]([CH2:17][O:18][CH2:19][CH2:20][Si:21]([CH3:24])([CH3:23])[CH3:22])[CH:8]=1)=[O:6])([CH3:3])[CH3:2] |^1:65,67,86,105|. Procedure details: In a round-bottomed flask, 2-bromo-5-(2-trimethylsilanyl-ethoxymethyl)-5H-pyrrolo[2,3-b]pyrazine-7-carboxylic acid isopropylamide (300 mg, 0.73 mmol) and 5-(tert-butyl-dimethyl-silanyloxymethyl)-1-methyl-3-tributylstannanyl-1H-indazole (Example 273, 665 mg, 0.82 mmol) were dissolved in DMF (4.8 ml). The reaction mixture was evacuated and backfilled with argon then tetrakis(triphenylphosphine)palladium (0) (42 mg, 0.036 mmol) and copper (I) iodide (28 mg, 0.147 mmol) were added. The reaction mixt... Reported procedure: The desired product was prepared using a procedure similar to step 2 of example 4. Thus, [4-(1-benzyl-3-pentyl-2-phenyl-1H-indol-5-yl)-phenoxy]-acetic acid methyl ester (0.281 g, 0.543 mmol) was reacted with 1N KOH (1.1 ml) in THF/MeOH (6 ml/4 ml) to give the product (0.177 g, 0.351 mmol, 65%) as a white solid, mp 141-143° C. 1H NMR (DMSO-d6) δ 0.76 (t, J=6.7 Hz, 3H), 1.13-1.22 (m, 4H), 1.53-1.59 (m, 2H), 2.68 (t, J=7.6 Hz, 2H), 4.69 (s, 2H), 5.27 (s, 2H), 6.84 (d, J=7.5 Hz, 2H), 6.98 (d, J=8.7 ... Yields the product C(C1=CC=CC=C1)N1C(=C(C2=CC(=CC=C12)C1=CC=C(OCC(=O)O)C=C1)CCCCC)C1=CC=CC=C1 ([4-(1-Benzyl-3-pentyl-2-phenyl-1H-indol-5-yl)-phenoxy]acetic acid), product. Reaction SMILES: C[O:2][C:3](=[O:39])[CH2:4][O:5][C:6]1[CH:11]=[CH:10][C:9]([C:12]2[CH:13]=[C:14]3[C:18](=[CH:19][CH:20]=2)[N:17]([CH2:21][C:22]2[CH:27]=[CH:26][CH:25]=[CH:24][CH:23]=2)[C:16]([C:28]2[CH:33]=[CH:32][CH:31]=[CH:30][CH:29]=2)=[C:15]3[CH2:34][CH2:35][CH2:36][CH2:37][CH3:38])=[CH:8][CH:7]=1.[OH-].[K+]>C1COCC1.CO>[CH2:21]([N:17]1[C:18]2[C:14](=[CH:13][C:12]([C:9]3[CH:10]=[CH:11][C:6]([O:5][CH2:4][C:3]([OH:39])=[O:2])=[CH:7][CH:8]=3)=[CH:20][CH:19]=2)[C:15]([CH2:34][CH2:35][CH2:36][CH2:37][CH3:38])=[C:16]1[C:28]1[CH:29]=[CH:30][CH:31]=[CH:32][CH:33]=1)[C:22]1[CH:23]=[CH:24][CH:25]=[CH:26][CH:27]=1 |f:1.2,3.4|. Reactants: COC(COC1=CC=C(C=C1)C=1C=C2C(=C(N(C2=CC1)CC1=CC=CC=C1)C1=CC=CC=C1)CCCCC)=O ([4-(1-benzyl-3-pentyl-2-phenyl-1H-indol-5-yl)-phenoxy]-acetic acid methyl ester), [OH-].[K+] (KOH). Yield: 64.6%. Solvent: C1CCOC1.CO (THF MeOH). Reactants: NC=1C=C(C=CC1)C1=C(C=NC2=C(C=CC=C12)C(F)(F)F)C(=O)C1=CC=CC=C1 ([4-(3-amino-phenyl)-8-trifluoromethyl-quinolin-3-yl]-phenyl-methanone), [N+](=O)([O-])C1=C(C=CC=C1)N=C=O (2-nitrophenyl isocyanate). Yields the product C(C1=CC=CC=C1)(=O)C=1C=NC2=C(C=CC=C2C1C=1C=C(C=CC1)NC(=O)NC1=C(C=CC=C1)[N+](=O)[O-])C(F)(F)F (N-{3-[3-BENZOYL-8-(TRIFLUOROMETHYL)QUINOLIN-4-YL]PHENYL}-N′-(2-NITROPHENYL)UREA). RXN SMILES: [NH2:1][C:2]1[CH:3]=[C:4]([C:8]2[C:17]3[C:12](=[C:13]([C:18]([F:21])([F:20])[F:19])[CH:14]=[CH:15][CH:16]=3)[N:11]=[CH:10][C:9]=2[C:22]([C:24]2[CH:29]=[CH:28][CH:27]=[CH:26][CH:25]=2)=[O:23])[CH:5]=[CH:6][CH:7]=1.[N+:30]([C:33]1[CH:38]=[CH:37][CH:36]=[CH:35][C:34]=1[N:39]=[C:40]=[O:41])([O-:32])=[O:31]>>[C:22]([C:9]1[CH:10]=[N:11][C:12]2[C:17]([C:8]=1[C:4]1[CH:3]=[C:2]([NH:1][C:40]([NH:39][C:34]3[CH:35]=[CH:36][CH:37]=[CH:38][C:33]=3[N+:30]([O-:32])=[O:31])=[O:41])[CH:7]=[CH:6][CH:5]=1)=[CH:16][CH:15]=[CH:14][C:13]=2[C:18]([F:21])([F:19])[F:20])(=[O:23])[C:24]1[CH:25]=[CH:26][CH:27]=[CH:28][CH:29]=1. Procedure details: The title compound was prepared from [4-(3-amino-phenyl)-8-trifluoromethyl-quinolin-3-yl]-phenyl-methanone and 2-nitrophenyl isocyanate according to the procedure of Example 65. MS (ES) m/z 554.8.